The task is: describe an organic reaction: reactants, conditions, products, and yield. This data is from the Open Reaction Database (ORD), a public repository of structured organic reaction records. The reactants are Br, CCCN1CCCC2c3cc(OC)ccc3OCC21, Cl. The product is CCCN1CCCC2c3cc(O)ccc3OCC21. Reaction SMILES: [BrH:1].[CH3:3][O:4][c:5]1[cH:6][cH:7][c:8]2[c:9]([cH:10]1)[CH:11]1[CH:12]([N:13]([CH2:17][CH2:18][CH3:19])[CH2:14][CH2:15][CH2:16]1)[CH2:20][O:21]2.[ClH:2]>>[OH:4][c:5]1[cH:6][cH:7][c:8]2[c:9]([cH:10]1)[CH:11]1[CH:12]([N:13]([CH2:17][CH2:18][CH3:19])[CH2:14][CH2:15][CH2:16]1)[CH2:20][O:21]2. The reactants are N1CCCC1 (pyrrolidine), C(CCC)[Li] (n-Butyl lithium), CC(C(=O)OC1=CC(=CC2=CC=C(C(=C12)CCC1OC(CC(C1)O)OC)C)C)CC (3,7dimethyl-8-[2-(tetrahydro-4-hydroxy-6-methoxy-2H-pyran-2-yl)ethyl]-1-naphthalenyl 2-Methylbutanoate), IC (Iodomethane), N1CCCC1.[Li] (lithium pyrrolidine). The solvent is O1CCCC1 (tetrahydrofuran), O (Water), O1CCCC1 (tetrahydrofuran). The product is CC(C(=O)OC1CC(C=C2C=CC(C(C12)CCC1OC(CC(C1)O)OC)C)C)(CC)C (1,2,3,7,8,8a-Hexahydro-3,7-dimethyl-8-[2-(tetrahydro-4-hydroxy-6-methoxy-2H-pyran-2-yl)ethyl]-1-naphthalenyl 2,2-Dimethylbutanoate). Yield: 96.3%. As a reaction SMILES: [CH2:1]([Li])CCC.N1CCCC1.N1CCCC1.[Li].[CH3:17][CH:18]([CH2:45][CH3:46])[C:19]([O:21][C:22]1[C:31]2[C:26](=[CH:27][CH:28]=[C:29]([CH3:43])[C:30]=2[CH2:32][CH2:33][CH:34]2[CH2:39][CH:38]([OH:40])[CH2:37][CH:36]([O:41][CH3:42])[O:35]2)[CH:25]=[C:24]([CH3:44])[CH:23]=1)=[O:20].IC>O1CCCC1.O>[CH3:17][C:18]([CH3:1])([CH2:45][CH3:46])[C:19]([O:21][CH:22]1[CH:31]2[C:26]([CH:27]=[CH:28][CH:29]([CH3:43])[CH:30]2[CH2:32][CH2:33][CH:34]2[CH2:39][CH:38]([OH:40])[CH2:37][CH:36]([O:41][CH3:42])[O:35]2)=[CH:25][CH:24]([CH3:44])[CH2:23]1)=[O:20] |f:2.3,^1:15|. Procedure: n-Butyl lithium (2.5M solution in hexane, 53.1 ml, 132.7 mmol) was added slowly to a stirred and cooled (−30° C.) solution of pyrrolidine (11.0 ml, 132.7 mmol) in dry tetrahydrofuran (100 ml). The solution was stirred at −25° C. for 1 hour. The above freshly prepared solution of lithium pyrrolidine was transferred slowly by cannula to a stirred and cooled (−35° C.) solution of the acetals III (18.7 g, 44.2 mmol) in dry tetrahydrofuran (200 ml). The mixture was stirred for 1 hour at −35° C. Iodom... The reactants are C1CCS(=O)(=O)OC1 (1,4-butanesultone), [H-].NN (hydrazine hydride). The solvent is CO (methanol). Conditions: temperature 70 celsius, time 1 hour. The product is S(=O)(=O)(O)CCCCNN (4-sulfobutylhydrazine). As a reaction SMILES: [CH2:1]1[CH2:8][O:7][S:4](=[O:6])(=[O:5])[CH2:3][CH2:2]1.[H-].[NH2:10][NH2:11]>CO>[S:4]([CH2:3][CH2:2][CH2:1][CH2:8][NH:10][NH2:11])([OH:7])(=[O:6])=[O:5] |f:1.2|. Reported procedure: 103 ml of 1,4-butanesultone was added to 378 g of hydrazine hydride (80%) dropwise slowly, and stirred for 30 minutes at room temperature and for further 1 hour at 70° C. Water and hydrazine hydride were removed to obtain white crystals. These crystals were dispersed in 1.5 liters of methanol, and then refluxed for 1 hour and allowed to stand at room temperature. The crystals were collected, twice washed with 100 ml of methanol, and dried to obtain 115 g of 4-sulfobutylhydrazine. (m.p.: 152°-154... Reactants: C(C)OC(=O)NC1C(N(C2=C(C(=N1)C1=NC=CC=C1)C=CC=C2)CC(=O)C(C)(C)C)=O ((3RS)-ethoxycarbonylamino-1-(tert-butylcarbonylmethyl)-2,3-dihydro-5-(2-pyridyl)-1H-1,4-benzodiazepin-2-one), Cl (HCl). Solvent: C(Cl)Cl (DCM). Reaction conditions: time 50 hour. Yields the product NC1C(N(C2=C(C(=N1)C1=NC=CC=C1)C=CC=C2)CC(=O)C(C)(C)C)=O ((3RS)-Amino-1-(tert-butylcarbonylmethyl)-2,3-dihydro-5-(2-pyridyl)-1H-1,4-benzodiazepin-2-one). Isolated yield 93.3%. As a reaction SMILES: C(OC([NH:6][CH:7]1[N:13]=[C:12]([C:14]2[CH:19]=[CH:18][CH:17]=[CH:16][N:15]=2)[C:11]2[CH:20]=[CH:21][CH:22]=[CH:23][C:10]=2[N:9]([CH2:24][C:25]([C:27]([CH3:30])([CH3:29])[CH3:28])=[O:26])[C:8]1=[O:31])=O)C.Cl>C(Cl)Cl>[NH2:6][CH:7]1[N:13]=[C:12]([C:14]2[CH:19]=[CH:18][CH:17]=[CH:16][N:15]=2)[C:11]2[CH:20]=[CH:21][CH:22]=[CH:23][C:10]=2[N:9]([CH2:24][C:25]([C:27]([CH3:29])([CH3:28])[CH3:30])=[O:26])[C:8]1=[O:31]. Procedure: A solution of (3RS)-ethoxycarbonylamino-1-(tert-butylcarbonylmethyl)-2,3-dihydro-5-(2-pyridyl)-1H-1,4-benzodiazepin-2-one (10.0 g, 23.7 mmol) in DCM (40 ml) was added to the above solution below 25° C. and the mixture was stirred for 50 h. The mixture was then poured into 3M HCl (80 ml) below 25° C. and the aqueous portion was washed with DCM (10 ml×2). The combined organic portions were extracted with 3M HCl (20 ml). DCM (50 ml) was added to the combined aqueous portions and the mixture was bas... Starting materials: [C-]#N.[K+] (KCN), C(CC(O)(C(=O)O)CC(=O)O)(=O)O (citric acid), Product, CN(C)CC1=C(NC2=CC=CC=C12)C(=O)OC (3-Dimethylaminomethyl-2-methoxycarbonylindole), C(C)Br (ethylbromide). The solvent is CS(=O)C (DMSO). Reaction conditions: time 10 minute. Product: COC(=O)C=1NC2=CC=CC=C2C1CC#N (2-Methoxycarbonyl-3-cyanomethylindole). As a reaction SMILES: CN([CH2:4][C:5]1[C:13]2[C:8](=[CH:9][CH:10]=[CH:11][CH:12]=2)[NH:7][C:6]=1[C:14]([O:16][CH3:17])=[O:15])C.C(Br)C.[C-:21]#[N:22].[K+].C(O)(=O)CC(CC(O)=O)(C(O)=O)O>CS(C)=O>[CH3:17][O:16][C:14]([C:6]1[NH:7][C:8]2[C:13]([C:5]=1[CH2:4][C:21]#[N:22])=[CH:12][CH:11]=[CH:10][CH:9]=2)=[O:15] |f:2.3|. Procedure: 40.6 g Product from (b) were dissolved in 300 ml DMSO and 14.5 ml ethylbromide were added. After 10 minutes, 11.4 g KCN were added and the mixture was stirred for 48 hours. The reaction mixture was poured into citric acid and extracted with CH2Cl2. The solvent was evaporated to give 26 g yellow residue. The reactants are N1=C(C=CC=C1)C(C)OS(=O)(=O)C (methanesulphonic acid 1-pyridin-2-yl-ethyl ester), N1=C(C=CC=C1)C(C)NCCCCN1C(C2=CC=CC=C2C1=O)=O (2-[4-(1-pyridin-2-yl-ethylamino)-butyl]-isoindole-1,3-dione), CCN(C(C)C)C(C)C (DIPEA). The reagents and catalysts are CN(C)C=1C=CN=CC1 (DMAP). Solvent: CC#N (CH3CN). Run at temperature 60 celsius, time 17 hour. Product: N1=C(C=CC=C1)C(C)N(CCCCN1C(C2=CC=CC=C2C1=O)=O)C(C)C1=NC=CC=C1 (2-{4-[bis-(1-pyridin-2-yl-ethyl)-amino]-butyl}-isoindole-1,3-dione). RXN SMILES: [N:1]1[CH:6]=[CH:5][CH:4]=[CH:3][C:2]=1[CH:7](OS(C)(=O)=O)[CH3:8].[N:14]1[CH:19]=[CH:18][CH:17]=[CH:16][C:15]=1[CH:20]([NH:22][CH2:23][CH2:24][CH2:25][CH2:26][N:27]1[C:35](=[O:36])[C:34]2[C:29](=[CH:30][CH:31]=[CH:32][CH:33]=2)[C:28]1=[O:37])[CH3:21].CCN(C(C)C)C(C)C>CC#N.CN(C1C=CN=CC=1)C>[N:1]1[CH:6]=[CH:5][CH:4]=[CH:3][C:2]=1[CH:7]([N:22]([CH:20]([C:15]1[CH:16]=[CH:17][CH:18]=[CH:19][N:14]=1)[CH3:21])[CH2:23][CH2:24][CH2:25][CH2:26][N:27]1[C:35](=[O:36])[C:34]2[C:29](=[CH:30][CH:31]=[CH:32][CH:33]=2)[C:28]1=[O:37])[CH3:8]. Procedure: Using General Procedure A: To a stirred solution of methanesulphonic acid 1-pyridin-2-yl-ethyl ester (269 mg, 1.34 mmol) and 2-[4-(1-pyridin-2-yl-ethylamino)-butyl]-isoindole-1,3-dione (356 mg, 1.10 mmol) in CH3CN (5 mL) at room temperature was added DIPEA (0.30 mL, 1.72 mmol) and KI (13 mg, 0.078 mmol). After 3 hours the temperature was increased to 60° C. and the mixture stirred for another 17 hours. KI (23 mg, 0.139 mmol) and DMAP (35 mg, 0.286 mmol) were added and the reaction stirred for a ... Reactants: CC=CCCl, [Cl-], [Cl-], Cl[Cu], [Mg+]C#CCCCCCCCl, Cl, [NH4+], C1CCOC1. The product is CC=CCC#CCCCCCCCl. As a reaction SMILES: [CH2:12]([CH:13]=[CH:14][CH3:15])[Cl:16].[Cl-:17].[Cl-:1].[Cl:25][Cu:26].[Cl:2][CH2:3][CH2:4][CH2:5][CH2:6][CH2:7][CH2:8][C:9]#[C:10][Mg+:11].[ClH:19].[NH4+:18].[O:20]1[CH2:21][CH2:22][CH2:23][CH2:24]1>>[Cl:2][CH2:3][CH2:4][CH2:5][CH2:6][CH2:7][CH2:8][C:9]#[C:10][CH2:12][CH:13]=[CH:14][CH3:15]. The reactants are Cn1cnc(C2(N)CC2)c1, CCN=C=NCCCN(C)C, ClCCl, Cl, CNC(=O)c1c(-c2ccc(F)cc2)oc2ccc(-c3cc(C(=O)O)ccc3C)cc12, O, On1nnc2ccccc21. Yields the product CNC(=O)c1c(-c2ccc(F)cc2)oc2ccc(-c3cc(C(=O)NC4(c5cn(C)cn5)CC4)ccc3C)cc12. As a reaction SMILES: [CH3:31][n:32]1[cH:33][n:34][c:35]([C:37]2([NH2:40])[CH2:38][CH2:39]2)[cH:36]1.[CH3:41][CH2:42][N:43]=[C:44]=[N:45][CH2:46][CH2:47][CH2:48][N:49]([CH3:50])[CH3:51].[Cl:63][CH2:64][Cl:65].[ClH:52].[F:1][c:2]1[cH:3][cH:4][c:5](-[c:8]2[o:9][c:10]3[c:11]([c:12]2[C:13]([NH:14][CH3:15])=[O:16])[cH:17][c:18](-[c:21]2[cH:22][c:23]([C:24](=[O:25])[OH:26])[cH:27][cH:28][c:29]2[CH3:30])[cH:19][cH:20]3)[cH:6][cH:7]1.[OH2:66].[OH:53][n:54]1[c:55]2[c:56]([cH:57][cH:58][cH:59][cH:60]2)[n:61][n:62]1>>[F:1][c:2]1[cH:3][cH:4][c:5](-[c:8]2[o:9][c:10]3[c:11]([c:12]2[C:13]([NH:14][CH3:15])=[O:16])[cH:17][c:18](-[c:21]2[cH:22][c:23]([C:24](=[O:26])[NH:40][C:37]4([c:35]5[n:34][cH:33][n:32]([CH3:31])[cH:36]5)[CH2:38][CH2:39]4)[cH:27][cH:28][c:29]2[CH3:30])[cH:19][cH:20]3)[cH:6][cH:7]1. Reactants: IC1=CC(=CC=C1)CSC (1-iodo-3-(methylsulphanylmethyl)benzene), CC(C)([O-])C.[Na+] (sodium tert-butoxide), [1,1′-bis(diphenylphosphino)ferrocenyl]palladium chloride, N1CCNCC1 (piperazine). Reagents/catalysts: C1(=CC=CC=C1)P([C-]1C=CC=C1)C1=CC=CC=C1.[C-]1(C=CC=C1)P(C1=CC=CC=C1)C1=CC=CC=C1.[Fe+2] (1,1′-bis(diphenylphosphino)ferrocene). Solvent: C1(=CC=CC=C1)C (toluene). Run at temperature 900 celsius. The product is CSCC=1C=C(C=CC1)N1CCNCC1 (4-[3-(methylsulphanylmethyl)phenyl]piperazine). Isolated yield 31.8%. RXN SMILES: I[C:2]1[CH:7]=[CH:6][CH:5]=[C:4]([CH2:8][S:9][CH3:10])[CH:3]=1.CC(C)([O-])C.[Na+].[NH:17]1[CH2:22][CH2:21][NH:20][CH2:19][CH2:18]1>C1(P(C2C=CC=CC=2)[C-]2C=CC=C2)C=CC=CC=1.[C-]1(P(C2C=CC=CC=2)C2C=CC=CC=2)C=CC=C1.[Fe+2].C1(C)C=CC=CC=1>[CH3:10][S:9][CH2:8][C:4]1[CH:3]=[C:2]([N:17]2[CH2:22][CH2:21][NH:20][CH2:19][CH2:18]2)[CH:7]=[CH:6][CH:5]=1 |f:1.2,4.5.6|. Reported procedure: A mixture of 2.5 g of 1-iodo-3-(methylsulphanylmethyl)benzene, 1.3 g of sodium tert-butoxide, 0.35 mg of [1,1′-bis(diphenylphosphino)ferrocenyl]palladium chloride, 0.79 g of 1,1′-bis(diphenylphosphino)ferrocene, 4 g of piperazine and 100 cm3 of toluene was heated at 900° C. under a nitrogen stream for 24 hours. The reaction mixture was cooled to room temperature and filtered through sintered glass. The filtrate was washed with 250 cm3 of dichloromethane and then concentrated to dryness under red...